The task is: describe an organic reaction: reactants, conditions, products, and yield. This data is from the Open Reaction Database (ORD), a public repository of structured organic reaction records. The reactants are BrC1=NC=CC=C1 (2-bromo-pyridine), C(C)(C)(C)OC(N(C(CCC#C)=O)C1=C(C=C(C=C1)F)C)=O ((4-fluoro-2-methyl-phenyl)-pent-4-ynoyl-carbamic acid tert-butyl ester). Procedure details: The title compound was prepared in accordance with the general method of Example 1, from 2-bromo-pyridine (129 mg, 0.82 mmol) and (4-fluoro-2-methyl-phenyl)-pent-4-ynoyl-carbamic acid tert-butyl ester (250 mg, 0.82 mmol). Reaction time: 3 hours. The crude residue was purified by flash chromatography (cyclohexane/AcOEt 4:1) to yield 190 mg (0.50 mmol, 61%) of (4-fluoro-2-methyl-phenyl)-(5-pyridin-2-yl-pent-4-ynoyl)-carbamic acid tert-butyl ester as a white solid. Yields the product C(C)(C)(C)OC(N(C(CCC#CC1=NC=CC=C1)=O)C1=C(C=C(C=C1)F)C)=O ((4-fluoro-2-methyl-phenyl)-(5-pyridin-2-yl-pent-4-ynoyl)-carbamic acid tert-butyl ester). As a reaction SMILES: Br[C:2]1[CH:7]=[CH:6][CH:5]=[CH:4][N:3]=1.[C:8]([O:12][C:13](=[O:29])[N:14]([C:21]1[CH:26]=[CH:25][C:24]([F:27])=[CH:23][C:22]=1[CH3:28])[C:15](=[O:20])[CH2:16][CH2:17][C:18]#[CH:19])([CH3:11])([CH3:10])[CH3:9]>>[C:8]([O:12][C:13](=[O:29])[N:14]([C:21]1[CH:26]=[CH:25][C:24]([F:27])=[CH:23][C:22]=1[CH3:28])[C:15](=[O:20])[CH2:16][CH2:17][C:18]#[C:19][C:2]1[CH:7]=[CH:6][CH:5]=[CH:4][N:3]=1)([CH3:10])([CH3:11])[CH3:9]. Yield: 61.0%. Starting materials: FC(OC1=C(C#N)C=CC(=C1)CCN1CCNCC1)F (2-(difluoromethoxy)-4-(2-piperazin-1-ylethyl)benzonitrile), O=C1OCC2=C1C=CC(=C2)CC=O ((1-oxo-1,3-dihydro-2-benzofuran-5-yl)acetaldehyde), [BH-](OC(=O)C)(OC(=O)C)OC(=O)C.[Na+] (NaBH(OAc)3). The solvent is C(Cl)Cl (DCM), C(Cl)Cl (DCM). Product: FC(OC1=C(C#N)C=CC(=C1)CCN1CCN(CC1)CCC1=CC2=C(C(OC2)=O)C=C1)F (2-(difluoromethoxy)-4-(2-{4-[2-(1-oxo-1,3-dihydro-2-benzofuran-5-yl)ethyl]piperazin-1-yl}ethyl)benzonitrile). RXN SMILES: [F:1][CH:2]([F:20])[O:3][C:4]1[CH:11]=[C:10]([CH2:12][CH2:13][N:14]2[CH2:19][CH2:18][NH:17][CH2:16][CH2:15]2)[CH:9]=[CH:8][C:5]=1[C:6]#[N:7].[O:21]=[C:22]1[C:26]2[CH:27]=[CH:28][C:29]([CH2:31][CH:32]=O)=[CH:30][C:25]=2[CH2:24][O:23]1.[BH-](OC(C)=O)(OC(C)=O)OC(C)=O.[Na+]>C(Cl)Cl>[F:20][CH:2]([F:1])[O:3][C:4]1[CH:11]=[C:10]([CH2:12][CH2:13][N:14]2[CH2:19][CH2:18][N:17]([CH2:32][CH2:31][C:29]3[CH:28]=[CH:27][C:26]4[C:22](=[O:21])[O:23][CH2:24][C:25]=4[CH:30]=3)[CH2:16][CH2:15]2)[CH:9]=[CH:8][C:5]=1[C:6]#[N:7] |f:2.3|. Reported procedure: A solution of crude 2-(difluoromethoxy)-4-(2-piperazin-1-ylethyl)benzonitrile (15 mg, 0.05 mmol), (1-oxo-1,3-dihydro-2-benzofuran-5-yl)acetaldehyde (18 mg, 0.1 mmol) and NaBH(OAc)3 (100 mg, 0.47 mmol) in 10 mL of anhydrous DCM was stirred at ambient temperature overnight. The reaction mixture was added 50 mL of DCM, washed with brine. The organic layer was dried over anhydrous sodium sulfate and concentrated. The residue was purified with prep-TLC to afford 2-(difluoromethoxy)-4-(2-{4-[2-(1-oxo-... The reactants are [Br-], [Br-], COc1ccc(-n2ccc3ccccc32)cc1, CSN1C(=O)c2ccccc2C1=O, CCOC(C)=O, [Mg+2], [Na+], [OH-], c1ccc2[nH]ccc2c1. The product is COc1ccc(-n2cc(SC)c3ccccc32)cc1. RXN SMILES: [Br-:40].[Br-:42].[CH3:1][O:2][c:3]1[cH:4][cH:5][c:6](-[n:9]2[cH:10][cH:11][c:12]3[cH:13][cH:14][cH:15][cH:16][c:17]23)[cH:7][cH:8]1.[CH3:27][S:28][N:29]1[C:30](=[O:31])[c:32]2[c:33]([cH:34][cH:35][cH:36][cH:37]2)[C:38]1=[O:39].[CH3:45][CH2:46][O:47][C:48]([CH3:49])=[O:50].[Mg+2:41].[Na+:44].[OH-:43].[nH:18]1[c:19]2[c:20]([cH:21][cH:22][cH:23][cH:24]2)[cH:25][cH:26]1>>[CH3:1][O:2][c:3]1[cH:4][cH:5][c:6](-[n:9]2[cH:10][c:11]([S:28][CH3:27])[c:12]3[cH:13][cH:14][cH:15][cH:16][c:17]23)[cH:7][cH:8]1. The reactants are O=C([O-])[O-], COc1ccc(B(O)O)cn1, COCCOC, COc1ccc(CCNc2cc(Cl)nc(OC)n2)cc1, [Cs+], [Cs+], O, c1ccc(P(c2ccccc2)(c2ccccc2)[Pd](P(c2ccccc2)(c2ccccc2)c2ccccc2)(P(c2ccccc2)(c2ccccc2)c2ccccc2)P(c2ccccc2)(c2ccccc2)c2ccccc2)cc1. Product: COc1ccc(CCNc2cc(-c3ccc(OC)nc3)nc(OC)n2)cc1. Reaction SMILES: [C:32](=[O:33])([O-:34])[O-:35].[CH3:21][O:22][c:23]1[n:24][cH:25][c:26]([B:29]([OH:30])[OH:31])[cH:27][cH:28]1.[CH3:38][O:39][CH2:40][CH2:41][O:42][CH3:43].[Cl:1][c:2]1[cH:3][c:4]([NH:10][CH2:11][CH2:12][c:13]2[cH:14][cH:15][c:16]([O:19][CH3:20])[cH:17][cH:18]2)[n:5][c:6]([O:8][CH3:9])[n:7]1.[Cs+:36].[Cs+:37].[OH2:44].[cH:45]1[cH:46][cH:47][c:48]([P:49]([Pd:50]([P:51]([c:52]2[cH:53][cH:54][cH:55][cH:56][cH:57]2)([c:58]2[cH:59][cH:60][cH:61][cH:62][cH:63]2)[c:64]2[cH:65][cH:66][cH:67][cH:68][cH:69]2)([P:70]([c:71]2[cH:72][cH:73][cH:74][cH:75][cH:76]2)([c:77]2[cH:78][cH:79][cH:80][cH:81][cH:82]2)[c:83]2[cH:84][cH:85][cH:86][cH:87][cH:88]2)[P:89]([c:90]2[cH:91][cH:92][cH:93][cH:94][cH:95]2)([c:96]2[cH:97][cH:98][cH:99][cH:100][cH:101]2)[c:102]2[cH:103][cH:104][cH:105][cH:106][cH:107]2)([c:108]2[cH:109][cH:110][cH:111][cH:112][cH:113]2)[c:114]2[cH:115][cH:116][cH:117][cH:118][cH:119]2)[cH:120][cH:121]1>>[c:2]1(-[c:26]2[cH:25][n:24][c:23]([O:22][CH3:21])[cH:28][cH:27]2)[cH:3][c:4]([NH:10][CH2:11][CH2:12][c:13]2[cH:14][cH:15][c:16]([O:19][CH3:20])[cH:17][cH:18]2)[n:5][c:6]([O:8][CH3:9])[n:7]1.